From a dataset of the Open Reaction Database (ORD), a public repository of structured organic reaction records. describe an organic reaction: reactants, conditions, products, and yield Starting materials: Nc1cc(Cl)c2sccc2c1, O=N[O-], [Na+], O=S(=O)(O)O. Yields the product Oc1cc(Cl)c2sccc2c1. RXN SMILES: [Cl:1][c:2]1[cH:3][c:4]([NH2:11])[cH:5][c:6]2[c:7]1[s:8][cH:9][cH:10]2.[N:12](=[O:13])[O-:14].[Na+:15].[S:16](=[O:17])(=[O:18])([OH:19])[OH:20]>>[Cl:1][c:2]1[cH:3][c:4]([OH:13])[cH:5][c:6]2[c:7]1[s:8][cH:9][cH:10]2. Reactants: C1(=CC=CC=C1)[C@H](C)N1C[C@H](CC1=O)C(=O)OC (Methyl (3S)-1-((S)-1-phenylethyl)-5-oxo-3-pyrrolidinecarboxylate), N (ammonia). Run in CO (methanol). Run at time 8 hour. The product is C1(=CC=CC=C1)[C@H](C)N1C[C@H](CC1=O)C(=O)N ((3S)-1-((S)-1-phenylethyl)-5-oxo-3-pyrrolidinecarboxamide). Reaction SMILES: [C:1]1([C@@H:7]([N:9]2[C:13](=[O:14])[CH2:12][C@H:11]([C:15]([O:17]C)=O)[CH2:10]2)[CH3:8])[CH:6]=[CH:5][CH:4]=[CH:3][CH:2]=1.[NH3:19]>CO>[C:1]1([C@@H:7]([N:9]2[C:13](=[O:14])[CH2:12][C@H:11]([C:15]([NH2:19])=[O:17])[CH2:10]2)[CH3:8])[CH:6]=[CH:5][CH:4]=[CH:3][CH:2]=1. Procedure details: Methyl (3S)-1-((S)-1-phenylethyl)-5-oxo-3-pyrrolidinecarboxylate (738 g) was dissolved in methanol (3.5 l). The solution was stirred for 8 hr under ice-cooling while blowing in ammonia gas, and concentrated under reduced pressure to give 537 g of (3S)-1-((S)-1-phenylethyl)-5-oxo-3-pyrrolidinecarboxamide. The reactants are CC(C)(C)OC(=O)CBr, [K+], [K+], O=C([O-])[O-], CN(C)C=O, O, Cc1cccc(-c2cc(C(=O)NCCCCCCCc3ccccc3)cc(-c3cccc(C)c3)c2O)c1. The product is Cc1cccc(-c2cc(C(=O)NCCCCCCCc3ccccc3)cc(-c3cccc(C)c3)c2OCC(=O)OC(C)(C)C)c1. As a reaction SMILES: [Br:44][CH2:45][C:46](=[O:47])[O:48][C:49]([CH3:50])([CH3:51])[CH3:52].[K+:38].[K+:39].[O-:40][C:41]([O-:42])=[O:43].[O:53]=[CH:54][N:55]([CH3:56])[CH3:57].[OH2:58].[c:1]1([CH2:7][CH2:8][CH2:9][CH2:10][CH2:11][CH2:12][CH2:13][NH:14][C:15](=[O:16])[c:17]2[cH:18][c:19](-[c:31]3[cH:32][c:33]([CH3:37])[cH:34][cH:35][cH:36]3)[c:20]([OH:30])[c:21](-[c:23]3[cH:24][c:25]([CH3:29])[cH:26][cH:27][cH:28]3)[cH:22]2)[cH:2][cH:3][cH:4][cH:5][cH:6]1>>[c:1]1([CH2:7][CH2:8][CH2:9][CH2:10][CH2:11][CH2:12][CH2:13][NH:14][C:15](=[O:16])[c:17]2[cH:18][c:19](-[c:31]3[cH:32][c:33]([CH3:37])[cH:34][cH:35][cH:36]3)[c:20]([O:30][CH2:45][C:46](=[O:47])[O:48][C:49]([CH3:50])([CH3:51])[CH3:52])[c:21](-[c:23]3[cH:24][c:25]([CH3:29])[cH:26][cH:27][cH:28]3)[cH:22]2)[cH:2][cH:3][cH:4][cH:5][cH:6]1.